This data is from the Open Reaction Database (ORD), a public repository of structured organic reaction records. The task is: describe an organic reaction: reactants, conditions, products, and yield The reactants are BrCCCC=C(C1=CC=C(C=C1)F)C1=CC=C(C=C1)F (1,1'-(5-bromo-1-penten-1-ylidene)bis(4-fluorobenzene]), C(C)(=O)C1=C(C=CC=C1)NC(CN1CC(NCC1)C(=O)N)=O (N-(2-acetylphenyl)-3-(aminocarbonyl)-1-piperazineacetamide), C([O-])([O-])=O.[Na+].[Na+] (sodium carbonate). The solvent is CN(C=O)C (N,N-dimethylformamide). Reaction conditions: temperature 80 celsius, time 20 hour. The product is C(C)(=O)C1=C(C=CC=C1)NC(CN1CC(N(CC1)CCCC=C(C1=CC=C(C=C1)F)C1=CC=C(C=C1)F)C(=O)N)=O (N-(2-acetylphenyl)-3-(aminocarbonyl)-4-[5,5-bis(4-fluorophenyl)-4-pentenyl]-1-piperazineacetamide). Yield: 73.9%. As a reaction SMILES: Br[CH2:2][CH2:3][CH2:4][CH:5]=[C:6]([C:14]1[CH:19]=[CH:18][C:17]([F:20])=[CH:16][CH:15]=1)[C:7]1[CH:12]=[CH:11][C:10]([F:13])=[CH:9][CH:8]=1.[C:21]([C:24]1[CH:29]=[CH:28][CH:27]=[CH:26][C:25]=1[NH:30][C:31](=[O:42])[CH2:32][N:33]1[CH2:38][CH2:37][NH:36][CH:35]([C:39]([NH2:41])=[O:40])[CH2:34]1)(=[O:23])[CH3:22].C(=O)([O-])[O-].[Na+].[Na+]>CN(C)C=O>[C:21]([C:24]1[CH:29]=[CH:28][CH:27]=[CH:26][C:25]=1[NH:30][C:31](=[O:42])[CH2:32][N:33]1[CH2:38][CH2:37][N:36]([CH2:2][CH2:3][CH2:4][CH:5]=[C:6]([C:14]2[CH:19]=[CH:18][C:17]([F:20])=[CH:16][CH:15]=2)[C:7]2[CH:12]=[CH:11][C:10]([F:13])=[CH:9][CH:8]=2)[CH:35]([C:39]([NH2:41])=[O:40])[CH2:34]1)(=[O:23])[CH3:22] |f:2.3.4|. Reported procedure: A mixture of 1.86 parts of 1,1'-(5-bromo-1-penten-1-ylidene)bis(4-fluorobenzene], 1.50 parts of N-(2-acetylphenyl)-3-(aminocarbonyl)-1-piperazineacetamide, 0.80 parts of sodium carbonate and 90 parts of N,N-dimethylformamide was stirred for 20 hours at 80° C. The reaction mixture was evaporated and the residue was taken up in water. The product was extracted twice with dichloromethane. The combined extracts were washed with water, dried, filtered and evaporated. The residue was purified by colum... The reactants are C[Si](C)(C)[N-][Si](C)(C)C.[K+] (Potassium bis(trimethylsilyl)amide), C(C)OC1=NC=C(C=C1C=1NC(C=2C(N1)=C(N(N2)CC2=NC=CC=C2)CCC)=O)S(=O)(=O)N2CCN(CC2)CC (5-[2-Ethoxy-5-(4-ethylpiperazin-1-ylsulphonyl)pyridin-3-yl]-3-n-propyl-2-(pyridin-2-yl)methyl-2,6-dihydro-7H-pyrazolo[4,3-d]pyrimidin-7-one). The solvent is OCC1=COC=C1 (3-hydroxymethylfuran). Yields the product C(C)N1CCN(CC1)S(=O)(=O)C=1C=C(C(=NC1)OCC1=COC=C1)C=1NC(C=2C(N1)=C(N(N2)CC2=NC=CC=C2)CCC)=O (5-[5-(4-Ethylpiperazin-1-ylsulphonyl)-2-(furan-3-ylmethoxy)pyridin-3-yl]-3-n-propyl-2-(pyridin-2-yl)methyl-2,6-dihydro-7H-pyrazolo[4,3-d]pyrimidin-7-one). Yield: 62.7%. RXN SMILES: C[Si]([N-][Si](C)(C)C)(C)C.[K+].[CH2:11]([O:13][C:14]1[C:19]([C:20]2[NH:21][C:22](=[O:39])[C:23]3[C:24](=[C:26]([CH2:36][CH2:37][CH3:38])[N:27]([CH2:29][C:30]4[CH:35]=[CH:34][CH:33]=[CH:32][N:31]=4)[N:28]=3)[N:25]=2)=[CH:18][C:17]([S:40]([N:43]2[CH2:48][CH2:47][N:46]([CH2:49][CH3:50])[CH2:45][CH2:44]2)(=[O:42])=[O:41])=[CH:16][N:15]=1)[CH3:12]>OCC1C=COC=1>[CH2:49]([N:46]1[CH2:47][CH2:48][N:43]([S:40]([C:17]2[CH:18]=[C:19]([C:20]3[NH:21][C:22](=[O:39])[C:23]4[C:24](=[C:26]([CH2:36][CH2:37][CH3:38])[N:27]([CH2:29][C:30]5[CH:35]=[CH:34][CH:33]=[CH:32][N:31]=5)[N:28]=4)[N:25]=3)[C:14]([O:13][CH2:11][C:12]3[CH:12]=[CH:11][O:13][CH:14]=3)=[N:15][CH:16]=2)(=[O:41])=[O:42])[CH2:44][CH2:45]1)[CH3:50] |f:0.1|. Procedure: Potassium bis(trimethylsilyl)amide (176 mg, 0.88 mmol) was added to a stirred suspension of the title compound of Example 26 (100 mg, 0.17 mmol) in 3-hydroxymethylfuran (4 ml) and the reaction mixture heated under reflux for 24 hours then allowed to cool. The resulting mixture was evaporated under reduced pressure and the residue purified by column chromatography on silica gel, using dichloromethane:methanol (95:5) as eluant, to furnish the title compound (33 mg, 31%) as a pale yellow foam. δ (C... Starting materials: CN(CCOC(C1=CC=C(C=C1)C(=O)OC)C1=CC=CC=C1)C (methyl α-(2-dimethylaminoethoxy)-α-phenyl-p-toluate), [OH-].[Na+] (sodium hydroxide). Run in CO (methanol), Cl (hydrochloric acid). The product is CN(CCOC(C1=CC=C(C=C1)C(=O)O)C1=CC=CC=C1)C (α-(2-dimethylaminoethoxy)-α-phenyl-p-toluic acid). Isolated yield 87.0%. RXN SMILES: [CH3:1][N:2]([CH3:23])[CH2:3][CH2:4][O:5][CH:6]([C:17]1[CH:22]=[CH:21][CH:20]=[CH:19][CH:18]=1)[C:7]1[CH:12]=[CH:11][C:10]([C:13]([O:15]C)=[O:14])=[CH:9][CH:8]=1.[OH-].[Na+]>CO.Cl>[CH3:1][N:2]([CH3:23])[CH2:3][CH2:4][O:5][CH:6]([C:17]1[CH:22]=[CH:21][CH:20]=[CH:19][CH:18]=1)[C:7]1[CH:12]=[CH:11][C:10]([C:13]([OH:15])=[O:14])=[CH:9][CH:8]=1 |f:1.2|. Procedure details: 0.53 g(1.69 mmol) of methyl α-(2-dimethylaminoethoxy)-α-phenyl-p-toluate) was dissolved in 10 ml of methanol. 2.54 ml of a 1N sodium hydroxide aqueous solution was added thereto and the mixture was refluxed under heating for 1 hour. After the reaction mixture was cooled, 2.54 ml of IN hydrochloric acid was added thereto and the mixture was concentrated to dryness. A mixture of chloroform and methanol (5:1 (v/v)) was added to the residue, and the resulting mixture was stirred for a while, then fi... Reactants: O=C1CCC(=O)N1Br, ClC(Cl)Cl, CC(=O)n1ncc2sccc21. The product is CC(=O)n1ncc2sc(Br)cc21. RXN SMILES: [Br:12][N:13]1[C:14](=[O:15])[CH2:16][CH2:17][C:18]1=[O:19].[CH:20]([Cl:21])([Cl:22])[Cl:23].[n:1]1([C:9]([CH3:10])=[O:11])[n:2][cH:3][c:4]2[c:5]1[cH:6][cH:7][s:8]2>>[n:1]1([C:9]([CH3:10])=[O:11])[n:2][cH:3][c:4]2[c:5]1[cH:6][c:7]([Br:12])[s:8]2. Starting materials: [N+](=O)([O-])C1=CC=C(C=C1)C1=NN(C=C1B1OC(C(O1)(C)C)(C)C)CC(=O)OC(C)(C)C (1,1-dimethylethyl [3-(4-nitrophenyl)-4-(4,4,5,5-tetramethyl-1,3,2-dioxaborolan-2-yl)-1H-pyrazol-1-yl]acetate), Cl.C(C)(C)(C)NN (t-butylhydrazine hydrochloride). Yields the product CC(C)(C)N1N=C(C=C1)C1=CC=C(C=C1)[N+](=O)[O-] (1-(1,1-dimethylethyl)-3-(4-nitrophenyl)-1H-pyrazole). RXN SMILES: [N+:1]([C:4]1[CH:9]=[CH:8][C:7]([C:10]2[C:14](B3OC(C)(C)C(C)(C)O3)=[CH:13]N(CC(OC(C)(C)C)=O)N=2)=[CH:6][CH:5]=1)([O-:3])=[O:2].Cl.[C:33]([NH:37][NH2:38])([CH3:36])([CH3:35])[CH3:34]>>[CH3:34][C:33]([N:37]1[CH:13]=[CH:14][C:10]([C:7]2[CH:8]=[CH:9][C:4]([N+:1]([O-:3])=[O:2])=[CH:5][CH:6]=2)=[N:38]1)([CH3:36])[CH3:35] |f:1.2|. Procedure: Following the procedure described for Intermediate 1 with t-butylhydrazine hydrochloride, provided the title compound as the minor isomer. ESMS (M-C(CH3)3+2H): 190.0; HNMR (400 MHz, d6-DMSO) δ 8.20 (d, 2H), 7.86 (d, 2H), 7.7 (d, 1H), 6.55 (d, 1H), 1.25 (s, 9H) Starting materials: C(C)O.CCOCC (ethanol ether), [Br-].CN(C1=CC=C(C=NN2C(=[N+](C=C2)CC(=O)C2=CC=C(C=C2)N(C)C)C2=CC(=C(C(=C2)OC)OC)OC)C=C1)C.C(C)#N (acetonitrile 3-[[p-(dimethylamino)benzylidene]amino]-1-[p-(dimethylamino)phenacyl]-2-(3,4,5-trimethoxyphenyl)imidazolium bromide). Product: CN(C1=CC=C(C=NN2C(=NC=C2)C2=CC(=C(C(=C2)OC)OC)OC)C=C1)C (1-[[p-(dimethylamino)benzylidene]amino]-2-(3,4,5-trimethoxyphenyl)imidazole). As a reaction SMILES: C(O)C.CCOCC.[Br-].[CH3:10][N:11]([CH3:49])[C:12]1[CH:48]=[CH:47][C:15]([CH:16]=[N:17][N:18]2[CH:22]=[CH:21][N+:20](CC(C3C=CC(N(C)C)=CC=3)=O)=[C:19]2[C:35]2[CH:40]=[C:39]([O:41][CH3:42])[C:38]([O:43][CH3:44])=[C:37]([O:45][CH3:46])[CH:36]=2)=[CH:14][CH:13]=1.C(#N)C>>[CH3:49][N:11]([CH3:10])[C:12]1[CH:48]=[CH:47][C:15]([CH:16]=[N:17][N:18]2[CH:22]=[CH:21][N:20]=[C:19]2[C:35]2[CH:36]=[C:37]([O:45][CH3:46])[C:38]([O:43][CH3:44])=[C:39]([O:41][CH3:42])[CH:40]=2)=[CH:14][CH:13]=1 |f:0.1,2.3.4|. Procedure details: In an analogous manner, from 1-[[p-(dimethylamino)benzylidene]amino]-2-(3,4,5-trimethoxyphenyl)imidazole, there is obtained after 2 days at 50° in acetonitrile 3-[[p-(dimethylamino)benzylidene]amino]-1-[p-(dimethylamino)phenacyl]-2-(3,4,5-trimethoxyphenyl)imidazolium bromide of melting point 232° (ethanol/ether). Reactants: ClC=1C=C(C=CC1OC(C)C)C1=NC(=NO1)C=1C=CC=C2C(=CN(C12)C)CN[C@@H](C)C(=O)[O-] (N-{[7-(5-{3-chloro-4-[(1-methylethyl)oxy]phenyl}-1,2,4-oxadiazol-3-yl)-1-methyl-1H-indol-3-yl]methyl}-L-alaninate), [OH-].[Na+] (NaOH), Cl (HCl). The solvent is C1CCOC1 (THF). Conditions: time 8 hour. The product is ClC=1C=C(C=CC1OC(C)C)C1=NC(=NO1)C=1C=CC=C2C(=CN(C12)C)CN[C@@H](C)C(=O)O (N-{[7-(5-{3-chloro-4-[(1-methylethyl)oxy]phenyl}-1,2,4-oxadiazol-3-yl)-1-methyl-1H-indol-3-yl]methyl}-L-alanine). Isolated yield 81.1%. RXN SMILES: [Cl:1][C:2]1[CH:3]=[C:4]([C:12]2[O:16][N:15]=[C:14]([C:17]3[CH:18]=[CH:19][CH:20]=[C:21]4[C:25]=3[N:24]([CH3:26])[CH:23]=[C:22]4[CH2:27][NH:28][C@H:29]([C:31]([O-:33])=[O:32])[CH3:30])[N:13]=2)[CH:5]=[CH:6][C:7]=1[O:8][CH:9]([CH3:11])[CH3:10].[OH-].[Na+].Cl>C1COCC1>[Cl:1][C:2]1[CH:3]=[C:4]([C:12]2[O:16][N:15]=[C:14]([C:17]3[CH:18]=[CH:19][CH:20]=[C:21]4[C:25]=3[N:24]([CH3:26])[CH:23]=[C:22]4[CH2:27][NH:28][C@H:29]([C:31]([OH:33])=[O:32])[CH3:30])[N:13]=2)[CH:5]=[CH:6][C:7]=1[O:8][CH:9]([CH3:10])[CH3:11] |f:1.2|. Procedure: To a stirred solution of N-{[7-(5-{3-chloro-4-[(1-methylethyl)oxy]phenyl}-1,2,4-oxadiazol-3-yl)-1-methyl-1H-indol-3-yl]methyl}-L-alaninate (D81) (160 mg) in THF (2 mL) was added NaOH (2 M, 2 mL). The reaction was stirred at room temperature overnight. The reaction mixture was acidified with HCl (2 M) to pH 6-7. The resulting solid was separated and suspended in methanol (2 mL) with stirring, HCl (2 M) was added until the solid dissolved completely. The solution was freeze dried to afford N-{[7-(...